From a dataset of the Open Reaction Database (ORD), a public repository of structured organic reaction records. describe an organic reaction: reactants, conditions, products, and yield The reactants are CC(C)(C)OCCOc1cc(NC(=O)OC(C)(C)C)c([N+](=O)[O-])cc1I, OB(O)c1ccc(F)cc1. Product: CC(C)(C)OCCOc1cc(NC(=O)OC(C)(C)C)c([N+](=O)[O-])cc1-c1ccc(F)cc1. Reaction SMILES: [C:1]([CH3:2])([CH3:3])([CH3:4])[O:5][C:6]([NH:7][c:8]1[c:9]([N+:23](=[O:24])[O-:25])[cH:10][c:11]([I:22])[c:12]([O:14][CH2:15][CH2:16][O:17][C:18]([CH3:19])([CH3:20])[CH3:21])[cH:13]1)=[O:26].[OH:27][B:28]([OH:29])[c:30]1[cH:31][cH:32][c:33]([F:34])[cH:35][cH:36]1>>[C:1]([CH3:2])([CH3:3])([CH3:4])[O:5][C:6]([NH:7][c:8]1[c:9]([N+:23](=[O:24])[O-:25])[cH:10][c:11](-[c:30]2[cH:31][cH:32][c:33]([F:34])[cH:35][cH:36]2)[c:12]([O:14][CH2:15][CH2:16][O:17][C:18]([CH3:19])([CH3:20])[CH3:21])[cH:13]1)=[O:26]. Reaction SMILES: [CH2:44]1[O:45][CH2:46][CH2:47][O:48][CH2:49]1.[CH3:40][C:41](=[O:42])[OH:43].[ClH:39].[F:1][c:2]1[cH:3][c:4]([CH2:12][C:13](=[O:14])[O:15][C:16]([CH3:17])([CH3:18])[CH3:19])[c:5]2[cH:6][cH:7][cH:8][n:9][c:10]2[cH:11]1.[F:20][c:21]1[cH:22][c:23]([CH2:24][C:25]([O:26][C:27]([CH3:28])([CH3:29])[CH3:30])=[O:31])[cH:32][c:33]2[c:34]1[cH:35][cH:36][cH:37][n:38]2>>[F:1][c:2]1[cH:3][c:4]([CH2:12][C:13](=[O:14])[OH:15])[c:5]2[cH:6][cH:7][cH:8][n:9][c:10]2[cH:11]1. Starting materials: C1COCCO1, CC(=O)O, Cl, CC(C)(C)OC(=O)Cc1cc(F)cc2ncccc12, CC(C)(C)OC(=O)Cc1cc(F)c2cccnc2c1. Product: O=C(O)Cc1cc(F)cc2ncccc12.